From a dataset of the Open Reaction Database (ORD), a public repository of structured organic reaction records. describe an organic reaction: reactants, conditions, products, and yield Reactants: C=1(C(O)=CC=C(CC=C)C1)OC (Eugenol), C(=C)OCCCl (2-chloroethyl vinyl ether). Product: COC1=C(C=CC(=C1)CC=C)OCCOC=C (o-methoxy-para-allyl-2-vinyloxyethoxy benzene). As a reaction SMILES: [C:1]1([O:11][CH3:12])[C:2](=[CH:4][CH:5]=[C:6]([CH:10]=1)[CH2:7][CH:8]=[CH2:9])[OH:3].[CH:13]([O:15][CH2:16][CH2:17]Cl)=[CH2:14]>>[CH3:12][O:11][C:1]1[CH:10]=[C:6]([CH2:7][CH:8]=[CH2:9])[CH:5]=[CH:4][C:2]=1[O:3][CH2:17][CH2:16][O:15][CH:13]=[CH2:14]. Procedure details: Eugenol (4-allyl-2-methoxyphenol) was reacted with 2-chloroethyl vinyl ether to produce o-methoxy-para-allyl-2-vinyloxyethoxy benzene (MAVB). 77 parts by weight of MAVB were dispersed in approximately 350 parts by weight toluene with 0.05 parts by weight of a platinum catalyst. 200 parts by weight of a 95 cps silicone copolymer fluid containing approximately 9.9% Si--H groups were added to the toluene solution. The reaction mixture was then refluxed overnight to where Si--H functionality was bel...